Dataset: the Open Reaction Database (ORD), a public repository of structured organic reaction records. Task: describe an organic reaction: reactants, conditions, products, and yield The reactants are C(=O)(N1C=NC=C1)N1C=NC=C1 (1,1'-carbonyldiimidazole), C(C(=O)O)(=O)O (oxalic acid), C(C)NN(NCC)CC (N,N-diethylaminoethylamine), C1(=CC=CC=C1)SC1CNCCCC1 (3-(phenylthio)homopiperidine). Procedure details: Following the procedure of Example 16, 1,1'-carbonyldiimidazole, N,N-diethylaminoethylamine and 3-(phenylthio)homopiperidine and oxalic acid are reacted to give the title compound. RXN SMILES: [C:1]([N:8]1[CH:12]=[CH:11][N:10]=[CH:9]1)(N1C=CN=C1)=[O:2].[CH2:13](NN(CC)NCC)[CH3:14].[C:22]1([S:28][CH:29]2[CH2:35][CH2:34][CH2:33][CH2:32][NH:31][CH2:30]2)[CH:27]=[CH:26][CH:25]=[CH:24][CH:23]=1.[C:36]([OH:41])(=[O:40])[C:37]([OH:39])=[O:38]>>[C:36]([OH:41])(=[O:40])[C:37]([OH:39])=[O:38].[CH2:13]([N:10]([CH2:9][CH3:36])[CH2:11][CH2:12][NH:8][C:1]([N:31]1[CH2:32][CH2:33][CH2:34][CH2:35][CH:29]([S:28][C:22]2[CH:27]=[CH:26][CH:25]=[CH:24][CH:23]=2)[CH2:30]1)=[O:2])[CH3:14] |f:4.5|. Yields the product C(C(=O)O)(=O)O.C(C)N(CCNC(=O)N1CC(CCCC1)SC1=CC=CC=C1)CC (N-[2-(Diethylamino)ethyl]-3-(phenylthio)-1-homopiperidinecarboxamide Oxalate).